This data is from the Open Reaction Database (ORD), a public repository of structured organic reaction records. The task is: describe an organic reaction: reactants, conditions, products, and yield As a reaction SMILES: C([Li])CCC.C[Si](C)(C)[NH:8][C:9]1[C:10]([CH3:15])=[CH:11][CH:12]=[CH:13][CH:14]=1.[F:18][C:19]([F:26])([F:25])[C:20](OCC)=O>O>[F:18][C:19]([F:26])([F:25])[C:20]1[NH:8][C:9]2[C:10]([CH:15]=1)=[CH:11][CH:12]=[CH:13][CH:14]=2. Yield: 47.0%. Yields the product FC(C=1NC2=CC=CC=C2C1)(F)F (2-(Trifluoromethyl)indole). Reported procedure: A 2.5 M solution of n-butyl lithium in hexanes (8.8 mL, 22 mmole) at room temperature, under N2, is treated with N,N,N'N'-tetramethylethylenediamine (TMEDA) (3.3 mL, 22 mole), stirred at room temperature for 0.5 hour, treated with N-trimethylsilyl-o-toluidine (1.79 g, 10 mmole), heated at reflux temperature for 6 hours, cooled to -78° C., treated with ethyl trifluoroacetate (1.4 mL, 12 mmole) stirred at -78° C. for 0.25 hour, warmed to room temperature, diluted with water and extracted with diet... Run in O (water). Starting materials: solution, C(CCC)[Li] (n-butyl lithium), hexanes, N,N,N'N'-tetramethylethylenediamine, C[Si](NC=1C(=CC=CC1)C)(C)C (N-trimethylsilyl-o-toluidine), FC(C(=O)OCC)(F)F (ethyl trifluoroacetate). Reaction conditions: time 0.5 hour. Starting materials: O (Water), C(CCC)S (1-butanethiol), [H-].[Na+] (sodium hydride), ClC=1C(=NSN1)C=1C=NC=CC1 (3-(4-chloro-1,2,5-thiadiazol-3-yl)pyridine). Solvent: O1CCCC1 (tetrahydrofuran), O1CCCC1 (tetrahydrofuran). Reaction conditions: time 0.5 hour. The product is S1N=C(C=N1)C=1C=NC=CC1 (3-(1,2,5-thiadiazol-3-yl)pyridine). RXN SMILES: C(S)CCC.[H-].[Na+].Cl[C:9]1[C:10]([C:14]2[CH:15]=[N:16][CH:17]=[CH:18][CH:19]=2)=[N:11][S:12][N:13]=1.O>O1CCCC1>[S:12]1[N:13]=[CH:9][C:10]([C:14]2[CH:15]=[N:16][CH:17]=[CH:18][CH:19]=2)=[N:11]1 |f:1.2|. Procedure details: To a solution of 1-butanethiol (2.7 g, 30 mmol) and sodium hydride (1.2 g, 30 mmol) in dry tetrahydrofuran was added a solution of 3-(4-chloro-1,2,5-thiadiazol-3-yl)pyridine (1.2 g, 6 mmol) in dry tetrahydrofuran. The reaction mixture was stirred at -10° for 0.5 h. Water was added and the mixture was extracted with ether. The ether phase was dried and evaporated. The residue was purified by column chromatography (SiO2, eluent: ethyl acetate/methylene chloride (1:1)) to give the title compound. Starting materials: BrC=1C=C2C(CCOC2=CC1C(=O)OC)N(C(=O)NC1=CC=C(C=C1)OC(F)(F)F)[C@@H]1CC[C@H](CC1)C(C)(C)C (methyl 6-bromo-4-[(trans-4-tert-butylcyclohexyl)({[4-(trifluoromethoxy)phenyl]amino}carbonyl)amino]chromane-7-carboxylate), [Li+].[OH-] (LiOH), NC1=NN=NN1 (5-amino tetrazole). The product is BrC=1C=C2C(CCOC2=CC1C(=O)NC1=NN=NN1)N(C(=O)NC1=CC=C(C=C1)OC(F)(F)F)[C@@H]1CC[C@H](CC1)C(C)(C)C (6-bromo-4-[(trans-4-tert-butylcyclohexyl)({[4-(trifluoromethoxy)phenyl]amino}carbonyl)amino]-N-1H-tetrazol-5-ylchromane-7-carboxamide). RXN SMILES: [Br:1][C:2]1[CH:3]=[C:4]2[C:9](=[CH:10][C:11]=1[C:12](OC)=[O:13])[O:8][CH2:7][CH2:6][CH:5]2[N:16]([C@H:31]1[CH2:36][CH2:35][C@H:34]([C:37]([CH3:40])([CH3:39])[CH3:38])[CH2:33][CH2:32]1)[C:17]([NH:19][C:20]1[CH:25]=[CH:24][C:23]([O:26][C:27]([F:30])([F:29])[F:28])=[CH:22][CH:21]=1)=[O:18].[Li+].[OH-].[NH2:43][C:44]1[NH:48][N:47]=[N:46][N:45]=1>>[Br:1][C:2]1[CH:3]=[C:4]2[C:9](=[CH:10][C:11]=1[C:12]([NH:43][C:44]1[NH:48][N:47]=[N:46][N:45]=1)=[O:13])[O:8][CH2:7][CH2:6][CH:5]2[N:16]([C@H:31]1[CH2:36][CH2:35][C@H:34]([C:37]([CH3:39])([CH3:40])[CH3:38])[CH2:33][CH2:32]1)[C:17]([NH:19][C:20]1[CH:25]=[CH:24][C:23]([O:26][C:27]([F:29])([F:28])[F:30])=[CH:22][CH:21]=1)=[O:18] |f:1.2|. Procedure details: Enantiomer A of methyl 6-bromo-4-[(trans-4-tert-butylcyclohexyl)({[4-(trifluoromethoxy)phenyl]amino}carbonyl)amino]chromane-7-carboxylate (25 mg) was saponified with aqueous LiOH and then coupled to 5-amino tetrazole following the procedure described (Step D., Example 1/2) to give 6-bromo-4-[(trans-4-tert-butylcyclohexyl)({[4-(trifluoromethoxy)phenyl]amino}carbonyl)amino]-N-1H-tetrazol-5-ylchromane-7-carboxamide. HPLC/MS: m/z=680.2 (M+1), Rt=2.55 min. 1H NMR (DMSO-d6): δ 12.58 (1H, br s), 8.61 (...